Dataset: the Open Reaction Database (ORD), a public repository of structured organic reaction records. Task: describe an organic reaction: reactants, conditions, products, and yield The reactants are C(CCCC)[C@@H]1CC[C@H](CC1)C1=CC=C(C=C1)C1=CC=C(C=C1)C(=O)Cl (4'-(trans-4-pentylcyclohexyl)-4-biphenylcarboxylic acid chloride), C(CC)C1=CC=C(C=C1)[C@@H]1CC[C@H](CC1)O (trans-4-(p-propylphenyl)cyclohexanol), ice water. Run in N1=CC=CC=C1 (pyridine), C1=CC=CC=C1 (benzene). Conditions: temperature 65 celsius, time 8 hour. The product is C(CC)C1=CC=C(C=C1)[C@@H]1CC[C@H](CC1)OC(=O)C1=CC=C(C=C1)C1=CC=C(C=C1)[C@@H]1CC[C@H](CC1)CCCCC (4'-(trans-4-pentylcyclohexyl)-4-biphenylcarboxylic acid trans-4-(p-propylphenyl)cyclohexyl ester). RXN SMILES: [CH2:1]([C@H:6]1[CH2:11][CH2:10][C@H:9]([C:12]2[CH:17]=[CH:16][C:15]([C:18]3[CH:23]=[CH:22][C:21]([C:24](Cl)=[O:25])=[CH:20][CH:19]=3)=[CH:14][CH:13]=2)[CH2:8][CH2:7]1)[CH2:2][CH2:3][CH2:4][CH3:5].[CH2:27]([C:30]1[CH:35]=[CH:34][C:33]([C@H:36]2[CH2:41][CH2:40][C@H:39]([OH:42])[CH2:38][CH2:37]2)=[CH:32][CH:31]=1)[CH2:28][CH3:29]>C1C=CC=CC=1.N1C=CC=CC=1>[CH2:27]([C:30]1[CH:35]=[CH:34][C:33]([C@H:36]2[CH2:37][CH2:38][C@H:39]([O:42][C:24]([C:21]3[CH:20]=[CH:19][C:18]([C:15]4[CH:14]=[CH:13][C:12]([C@H:9]5[CH2:8][CH2:7][C@H:6]([CH2:1][CH2:2][CH2:3][CH2:4][CH3:5])[CH2:11][CH2:10]5)=[CH:17][CH:16]=4)=[CH:23][CH:22]=3)=[O:25])[CH2:40][CH2:41]2)=[CH:32][CH:31]=1)[CH2:28][CH3:29]. Procedure details: The crude 4'-(trans-4-pentylcyclohexyl)-4-biphenylcarboxylic acid chloride obtained was dissolved in 40 ml of benzene and then added dropwise to a solution of 0.90 g of trans-4-(p-propylphenyl)cyclohexanol in 20 ml of pyridine. The mixture was stirred at a bath temperature of 65° C. overnight, then poured into ice-water and extracted with diethyl ether. The extract was washed four times with 25 ml of 3N hydrochloric acid each time, then washed with 25 ml of 2N sodium carbonate solution and sever... Reactants: [F-].C(CCC)[N+](CCCC)(CCCC)CCCC (tetrabutylammonium fluoride), 3R, 3S, [Si](C1=CC=CC=C1)(C1=CC=CC=C1)(C(C)(C)C)OCCCC1=CC=C(OCC(C(C)OC2=CC=C(C=C2)C(=O)OC(C)(C)C)=O)C=C1 (1-[4-[3-(tert-butyldiphenylsilyloxy)propyl]phenoxy]-3-[4-(tert-butoxycarbonyl)phenoxy]-2-butanone), C(C)(=O)O (acetic acid). Run in O1CCCC1 (tetrahydrofuran), O1CCCC1 (tetrahydrofuran), C(C)(=O)OCC (ethyl acetate). Run at temperature 70 celsius. The product is OCCCC1=CC=C(OCC(C(C)OC2=CC=C(C=C2)C(=O)OC(C)(C)C)=O)C=C1 (1-[4-(3-Hydroxypropyl)phenoxy]-3-[4-(tert-butoxycarbonyl)phenoxy]-2-butanone). The yield is 91.6%. As a reaction SMILES: [Si]([O:18][CH2:19][CH2:20][CH2:21][C:22]1[CH:47]=[CH:46][C:25]([O:26][CH2:27][C:28](=[O:45])[CH:29]([O:31][C:32]2[CH:37]=[CH:36][C:35]([C:38]([O:40][C:41]([CH3:44])([CH3:43])[CH3:42])=[O:39])=[CH:34][CH:33]=2)[CH3:30])=[CH:24][CH:23]=1)(C(C)(C)C)(C1C=CC=CC=1)C1C=CC=CC=1.C(O)(=O)C.[F-].C([N+](CCCC)(CCCC)CCCC)CCC>O1CCCC1.C(OCC)(=O)C>[OH:18][CH2:19][CH2:20][CH2:21][C:22]1[CH:23]=[CH:24][C:25]([O:26][CH2:27][C:28](=[O:45])[CH:29]([O:31][C:32]2[CH:33]=[CH:34][C:35]([C:38]([O:40][C:41]([CH3:42])([CH3:43])[CH3:44])=[O:39])=[CH:36][CH:37]=2)[CH3:30])=[CH:46][CH:47]=1 |f:2.3|. Procedure details: A solution of (3R and 3S)-1-[4-[3-(tert-butyldiphenylsilyloxy)propyl]phenoxy]-3-[4-(tert-butoxycarbonyl)phenoxy]-2-butanone (2.82 g, 4.32 mmol) in tetrahydrofuran (70 ml) was treated with acetic acid (1.5 ml) followed by 1M tetrabutylammonium fluoride in tetrahydrofuran (10 ml, 10.0 mmol). The mixture was then heated at 70° C. for 3.5 hours. The cooled mixture was then diluted with ethyl acetate, washed with saturated sodium bicarbonate, brine and dried (magnesium sulfate). Evaporation of the so... Reactants: C(C)(=O)OC=1C=C(NC(CC(C)=O)=O)C=CC1 (m-acetoxy-acetylacetanilide), C1(=CC=C(C=C1)S(=O)(=O)O)C (p-toluene sulfonic acid), C(OC)([O-])[O-] (methyl orthoformate), N1=CC=CC2=CC=CC=C12 (quinoline). Run in C1(=CC=CC=C1)C (toluene). Reaction conditions: temperature 20 celsius, time 16 hour. Product: C(C)(=O)OC=1C=C(NC(\C=C(\C)/OC)=O)C=CC1 (m-acetoxy-3-methoxy-crotonanilide). Yield: 2038.0%. RXN SMILES: [C:1]([O:4][C:5]1[CH:6]=[C:7]([CH:15]=[CH:16][CH:17]=1)[NH:8][C:9](=[O:14])[CH2:10][C:11](=[O:13])[CH3:12])(=[O:3])[CH3:2].[C:18]1(C)C=CC(S(O)(=O)=O)=CC=1.C([O-])([O-])OC.N1C2C(=CC=CC=2)C=CC=1>C1(C)C=CC=CC=1>[C:1]([O:4][C:5]1[CH:6]=[C:7]([CH:15]=[CH:16][CH:17]=1)[NH:8][C:9](=[O:14])/[CH:10]=[C:11](\[O:13][CH3:18])/[CH3:12])(=[O:3])[CH3:2]. Procedure: A mixture of 50 g of m-acetoxy-acetylacetanilide, 1 g of p-toluene sulfonic acid and 50 ml of methyl orthoformate was stirred for 16 hours at 20°C. and after the addition of 2 ml of quinoline and 200 ml of toluene, the reaction mixture was heated at 140°C. for 4 hours while distilling off a toluene-methanol azeotrope. The mixture was evaporated to dryness under reduced pressure and the residue was chromatographed over silica gel. The product was eluted with an 8-2 methylene chloride-acetone mixt... As a reaction SMILES: [CH3:1][C:2]1([C:7]2[S:11][C:10]([CH2:12][N:13]3[N:17]=[C:16]([NH2:18])[CH:15]=[N:14]3)=[CH:9][CH:8]=2)[O:6]CCO1.[Cl:19][C:20]1[CH:21]=[C:22]([C:26]2[O:30][C:29]([CH3:31])=[N:28][C:27]=2[C:32](O)=[O:33])[CH:23]=[CH:24][CH:25]=1>>[C:2]([C:7]1[S:11][C:10]([CH2:12][N:13]2[N:17]=[C:16]([NH:18][C:32]([C:27]3[N:28]=[C:29]([CH3:31])[O:30][C:26]=3[C:22]3[CH:23]=[CH:24][CH:25]=[C:20]([Cl:19])[CH:21]=3)=[O:33])[CH:15]=[N:14]2)=[CH:9][CH:8]=1)(=[O:6])[CH3:1]. Procedure: Following general procedure A followed by B, starting from 2-[5-(2-methyl-[1,3]dioxolan-2-yl)-thiophen-2-ylmethyl]-2H-[1,2,3]triazol-4-ylamine and 5-(3-chloro-phenyl)-2-methyl-oxazole-4-carboxylic acid. Starting materials: CC1(OCCO1)C1=CC=C(S1)CN1N=CC(=N1)N (2-[5-(2-methyl-[1,3]dioxolan-2-yl)-thiophen-2-ylmethyl]-2H-[1,2,3]triazol-4-ylamine), ClC=1C=C(C=CC1)C1=C(N=C(O1)C)C(=O)O (5-(3-chloro-phenyl)-2-methyl-oxazole-4-carboxylic acid). Yields the product C(C)(=O)C1=CC=C(S1)CN1N=CC(=N1)NC(=O)C=1N=C(OC1C1=CC(=CC=C1)Cl)C (5-(3-Chloro-phenyl)-2-methyl-oxazole-4-carboxylic acid [2-(5-acetyl-thiophen-2-ylmethyl)-2H-[1,2,3]triazol-4-yl]-amide). Reactants: Cc1cc(N)nnc1Sc1ccc(S(=O)(=O)N2CCCCC2)cc1, O=S(=O)(Cl)c1ccc(C(F)(F)F)cc1Cl, c1ccncc1. Product: Cc1cc(NS(=O)(=O)c2ccc(C(F)(F)F)cc2Cl)nnc1Sc1ccc(S(=O)(=O)N2CCCCC2)cc1. RXN SMILES: [CH3:1][c:2]1[cH:3][c:4]([NH2:24])[n:5][n:6][c:7]1[S:8][c:9]1[cH:10][cH:11][c:12]([S:15](=[O:16])(=[O:17])[N:18]2[CH2:19][CH2:20][CH2:21][CH2:22][CH2:23]2)[cH:13][cH:14]1.[Cl:25][c:26]1[c:27]([S:36](=[O:37])(=[O:38])[Cl:39])[cH:28][cH:29][c:30]([C:32]([F:33])([F:34])[F:35])[cH:31]1.[cH:40]1[cH:41][cH:42][n:43][cH:44][cH:45]1>>[CH3:1][c:2]1[cH:3][c:4]([NH:24][S:36]([c:27]2[c:26]([Cl:25])[cH:31][c:30]([C:32]([F:33])([F:34])[F:35])[cH:29][cH:28]2)(=[O:37])=[O:38])[n:5][n:6][c:7]1[S:8][c:9]1[cH:10][cH:11][c:12]([S:15](=[O:16])(=[O:17])[N:18]2[CH2:19][CH2:20][CH2:21][CH2:22][CH2:23]2)[cH:13][cH:14]1.